From a dataset of the Open Reaction Database (ORD), a public repository of structured organic reaction records. describe an organic reaction: reactants, conditions, products, and yield The reactants are C(C)(C)(C)OC(=O)N1C2CC(CC1CC2)=C2C1=CC=CC=C1OC=1C(=CC=CC21)C(NCCN(C)C)=O (3-[4-(2-Dimethylaminoethylcarbamoyl)-xanthen-9-ylidene]-8-azabicyclo[3.2.1]octane-8-carboxylic acid tert-butyl ester), FC(C(=O)O)(F)F (trifluoroacetic acid). The solvent is O (water). The product is CN(CCNC(=O)C1=CC=CC=2C(C3=CC=CC=C3OC12)=C1CC2CCC(C1)N2)C (9-(8-Azabicyclo[3.2.1]oct-3-ylidene)-9H-xanthene-4-carboxylic acid (2-dimethylaminoethyl)-amide), C(=O)(C(F)(F)F)O (TFA). As a reaction SMILES: C(OC([N:8]1[CH:13]2[CH2:14][CH2:15][CH:9]1[CH2:10][C:11](=[C:16]1[C:29]3[CH:28]=[CH:27][CH:26]=[C:25]([C:30](=[O:37])[NH:31][CH2:32][CH2:33][N:34]([CH3:36])[CH3:35])[C:24]=3[O:23][C:22]3[C:17]1=[CH:18][CH:19]=[CH:20][CH:21]=3)[CH2:12]2)=O)(C)(C)C.[F:38][C:39]([F:44])([F:43])[C:40]([OH:42])=[O:41]>O>[CH3:35][N:34]([CH3:36])[CH2:33][CH2:32][NH:31][C:30]([C:25]1[C:24]2[O:23][C:22]3[C:17](=[CH:18][CH:19]=[CH:20][CH:21]=3)[C:16](=[C:11]3[CH2:10][CH:9]4[NH:8][CH:13]([CH2:14][CH2:15]4)[CH2:12]3)[C:29]=2[CH:28]=[CH:27][CH:26]=1)=[O:37].[C:40]([OH:42])([C:39]([F:44])([F:43])[F:38])=[O:41]. Procedure details: Compound 2m was treated with a 95:5 mixture of trifluoroacetic acid:water at rt, and the mixture was lyophilized, yielding the title compound 15 as a TFA salt. Reactants: C([O-])([O-])=O.[Na+].[Na+] (Sodium carbonate), Cl (hydrochloride), CN1CCNCC1 (N-Methylpiperazine), Cl (hydrogen chloride), Cl.ClC1=CC=C2C(=NC=NC2=C1)NC1=CC=C(C=C1)S(=O)(=O)Cl (4-(7-Chloro-4-quinazolinylamino)benzenesulphonyl chloride hydrochloride). The solvent is C(C)O (ethanol), O (water), C(Cl)(Cl)Cl (chloroform). Conditions: temperature 10 celsius, time 1 hour. Product: ClC1=CC=C2C(=NC=NC2=C1)NC1=CC=C(C=C1)S(=O)(=O)N1CCN(CC1)C (1-[4-(7-Chloro-4-quinazolinylamino)benzenesulphonyl]-4-methylpiperazine). RXN SMILES: [CH3:1][N:2]1[CH2:7][CH2:6][NH:5][CH2:4][CH2:3]1.C(=O)([O-])[O-].[Na+].[Na+].Cl.[Cl:15][C:16]1[CH:25]=[C:24]2[C:19]([C:20]([NH:26][C:27]3[CH:32]=[CH:31][C:30]([S:33](Cl)(=[O:35])=[O:34])=[CH:29][CH:28]=3)=[N:21][CH:22]=[N:23]2)=[CH:18][CH:17]=1.Cl>C(Cl)(Cl)Cl.O.C(O)C>[Cl:15][C:16]1[CH:25]=[C:24]2[C:19]([C:20]([NH:26][C:27]3[CH:28]=[CH:29][C:30]([S:33]([N:5]4[CH2:6][CH2:7][N:2]([CH3:1])[CH2:3][CH2:4]4)(=[O:34])=[O:35])=[CH:31][CH:32]=3)=[N:21][CH:22]=[N:23]2)=[CH:18][CH:17]=1 |f:1.2.3,4.5|. Procedure: N-Methylpiperazine (1.0 g, 0.01 mole) was dissolved in chloroform (50 ml). Sodium carbonate (10 g) was dissolved in water (50 ml). The solutions were combined and cooled to 10° C. 4-(7-Chloro-4-quinazolinylamino)benzenesulphonyl chloride hydrochloride (3.85 g, 0.01 mole) was added in portions to the vigorously stirred solution. Stirring was continued for one hour. The chloroform layer was separated, dried and evaporated. The resulting gummy solid was redissolved in chloroform and chromatographed... Product: CCCC(=O)NNC(=O)c1nn(-c2ccc(Cl)cc2Cl)c(-c2ccc(Cl)cc2)c1C. The reactants are CCCC(=O)NN, CCN=C=NCCCN(C)C, CN(C)c1ccncc1, Cc1c(C(=O)O)nn(-c2ccc(Cl)cc2Cl)c1-c1ccc(Cl)cc1, ClCCl, Cl. As a reaction SMILES: [C:25]([CH2:26][CH2:27][CH3:28])(=[O:29])[NH:30][NH2:31].[CH3:32][CH2:33][N:34]=[C:35]=[N:36][CH2:37][CH2:38][CH2:39][N:40]([CH3:41])[CH3:42].[CH3:47][N:48]([c:49]1[cH:50][cH:51][n:52][cH:53][cH:54]1)[CH3:55].[Cl:1][c:2]1[cH:3][cH:4][c:5](-[c:8]2[c:9]([CH3:24])[c:10]([C:21](=[O:22])[OH:23])[n:11][n:12]2-[c:13]2[c:14]([Cl:20])[cH:15][c:16]([Cl:19])[cH:17][cH:18]2)[cH:6][cH:7]1.[Cl:44][CH2:45][Cl:46].[ClH:43]>>[Cl:1][c:2]1[cH:3][cH:4][c:5](-[c:8]2[c:9]([CH3:24])[c:10]([C:21](=[O:23])[NH:31][NH:30][C:25]([CH2:26][CH2:27][CH3:28])=[O:29])[n:11][n:12]2-[c:13]2[c:14]([Cl:20])[cH:15][c:16]([Cl:19])[cH:17][cH:18]2)[cH:6][cH:7]1. Reactants: CC=1C=C2C(C(NC2=CC1)=O)=O (5-methylisatin), [OH-].[Na+] (sodium hydroxide), C(C)(=O)C1=C(C(=O)O)C=CC=C1 (2-acetylbenzoic acid). Solvent: O (water), O (water). Reaction conditions: temperature 90 celsius. Product: C(=O)(O)C1=C(C=CC=C1)C1=NC2=CC=C(C=C2C(=C1)C(=O)O)C (2-(2-carboxyphenyl)-6-methyl-4-quinolinecarboxylic acid). The yield is 34.3%. RXN SMILES: [CH3:1][C:2]1[CH:3]=[C:4]2[C:8](=[CH:9][CH:10]=1)[NH:7][C:6](=[O:11])[C:5]2=O.[OH-:13].[Na+].[C:15]([C:18]1[CH:26]=[CH:25][CH:24]=[CH:23][C:19]=1[C:20]([OH:22])=[O:21])(=O)[CH3:16]>O>[C:20]([C:19]1[CH:23]=[CH:24][CH:25]=[CH:26][C:18]=1[C:15]1[CH:16]=[C:5]([C:6]([OH:11])=[O:13])[C:4]2[C:8](=[CH:9][CH:10]=[C:2]([CH3:1])[CH:3]=2)[N:7]=1)([OH:22])=[O:21] |f:1.2|. Reported procedure: To 9.93 ml of water were added 10.0 g (62.1 mmol) of 5-methylisatin obtained in Example 1 and 4.96 g (0.12 mol) of sodium hydroxide. 10.2 g (62.1 mmol) of 2-acetylbenzoic acid was added thereto and the mixture was heated to 90° C. under reflux. The mixture was heated further at 115° C. for one hour after the reaction became mild. Thereafter, the mixture was allowed to cool to room temperature and poured into 200 g of iced water. The aqueous layer was washed with ether and acidified with 2M hydro... Reactants: FC1=NC=CC=C1C=1C(NC(N(C1)CCCCN1C[C@]2(CC2C1)C1=CC=C(C=C1)C(F)(F)F)=O)=O (5-(2-fluoro-3-pyridinyl)-1-(4-{(1S)-1-[4-(trifluoromethyl)phenyl]-3-azabicyclo[3.1.0]hex-3-yl}butyl)-2,4(1H,3H)-pyrimidinedione), Cl (HCl), O1CCOCC1 (dioxane). The product is Cl.Cl.FC1=NC=CC=C1C=1C(NC(N(C1)CCCCN1C[C@]2(C[C@H]2C1)C1=CC=C(C=C1)C(F)(F)F)=O)=O (5-(2-fluoro-3-pyridinyl)-1-(4-{(1S,5R)-1-[4-(trifluoromethyl)phenyl]-3-azabicyclo[3.1.0]hex-3-yl}butyl)-2,4(1H,3H)-pyrimidinedione dihydrochloride). The yield is 89.0%. RXN SMILES: [F:1][C:2]1[C:7]([C:8]2[C:9](=[O:35])[NH:10][C:11](=[O:34])[N:12]([CH2:14][CH2:15][CH2:16][CH2:17][N:18]3[CH2:23][CH:22]4[C@:20]([C:24]5[CH:29]=[CH:28][C:27]([C:30]([F:33])([F:32])[F:31])=[CH:26][CH:25]=5)([CH2:21]4)[CH2:19]3)[CH:13]=2)=[CH:6][CH:5]=[CH:4][N:3]=1.[ClH:36].O1CCOCC1>>[ClH:36].[ClH:36].[F:1][C:2]1[C:7]([C:8]2[C:9](=[O:35])[NH:10][C:11](=[O:34])[N:12]([CH2:14][CH2:15][CH2:16][CH2:17][N:18]3[CH2:23][C@H:22]4[C@:20]([C:24]5[CH:29]=[CH:28][C:27]([C:30]([F:33])([F:32])[F:31])=[CH:26][CH:25]=5)([CH2:21]4)[CH2:19]3)[CH:13]=2)=[CH:6][CH:5]=[CH:4][N:3]=1 |f:3.4.5|. Procedure details: 5-(2-fluoro-3-pyridinyl)-1-(4-{(1S)-1-[4-(trifluoromethyl)phenyl]-3-azabicyclo[3.1.0]hex-3-yl}butyl)-2,4(1H,3H)-pyrimidinedione was treated with 4N HCl in dioxane (2 eq). After evaporation of the solvent and trituration with diethyl ether, 41 mg of the title compound were obtained as a white powder. (89% yield) Starting materials: ClC=1C(=C(C(=O)N2CCC(CC2)(O)CC2=NC(=CC=C2)NC2=NN(C=C2)COCC[Si](C)(C)C)C=CC1)F (1-(3-chloro-2-fluorobenzoyl)-4-((6-((1-((2-(trimethylsilyl)ethoxy)methyl)-1H-pyrazol-3-yl)amino)pyridin-2-yl)methyl)piperidin-4-ol). The solvent is FC(C(=O)O)(F)F (trifluoroacetic acid), O (water). Run at time 1.5 hour. Product: Cl.ClC=1C(=C(C(=O)N2CCC(CC2)(O)CC2=NC(=CC=C2)NC2=NNC=C2)C=CC1)F (1-(3-chloro-2-fluorobenzoyl)-4-((6-(1H-pyrazol-3-ylamino)pyridin-2-yl)methyl)piperidin-4-ol hydrochloride). As a reaction SMILES: [Cl:1][C:2]1[C:3]([F:38])=[C:4]([CH:35]=[CH:36][CH:37]=1)[C:5]([N:7]1[CH2:12][CH2:11][C:10]([CH2:14][C:15]2[CH:20]=[CH:19][CH:18]=[C:17]([NH:21][C:22]3[CH:26]=[CH:25][N:24](COCC[Si](C)(C)C)[N:23]=3)[N:16]=2)([OH:13])[CH2:9][CH2:8]1)=[O:6]>FC(F)(F)C(O)=O.O>[ClH:1].[Cl:1][C:2]1[C:3]([F:38])=[C:4]([CH:35]=[CH:36][CH:37]=1)[C:5]([N:7]1[CH2:8][CH2:9][C:10]([CH2:14][C:15]2[CH:20]=[CH:19][CH:18]=[C:17]([NH:21][C:22]3[CH:26]=[CH:25][NH:24][N:23]=3)[N:16]=2)([OH:13])[CH2:11][CH2:12]1)=[O:6] |f:3.4|. Reported procedure: 273 mg of 1-(3-chloro-2-fluorobenzoyl)-4-((6-((1-((2-(trimethylsilyl)ethoxy)methyl)-1H-pyrazol-3-yl)amino)pyridin-2-yl)methyl)piperidin-4-ol was dissolved in 3 ml of trifluoroacetic acid and 0.3 ml of water, followed by stirring the reaction mixture at room temperature for 1.5 hours. The reaction mixture was concentrated in vacuo, basified with saturated aqueous sodium bicarbonate solution, and extracted with ethyl acetate. The resulting ethyl acetate layer was dried over anhydrous magnesium sul... The reactants are C1(=CC=CC=C1)P(C1=CC=CC=C1)C1=CC=CC=C1 (triphenylphosphine), OCCC(C1=CC=CC=C1)N(C(OC(C)(C)C)=O)C (tert-butyl (3-hydroxy-1-phenylpropyl)methylcarbamate), CC(C)OC(=O)/N=N/C(=O)OC(C)C (diisopropylazodicarboxylate), FC1=C(C=CC=C1)N1S(NC2=C1C=CC=C2)(=O)=O (1-(2-fluorophenyl)-1,3-dihydro-2,1,3-benzothiadiazole 2,2-dioxide). Product: FC1=C(C=CC=C1)N1S(N(C2=C1C=CC=C2)CCC(C2=CC=CC=C2)N(C(OC(C)(C)C)=O)C)(=O)=O (tert-butyl {3-[3-(2-fluorophenyl)-2,2-dioxido-2,1,3-benzothiadiazol-1(3H)-yl]-1-phenylpropyl}methylcarbamate). Reaction SMILES: [F:1][C:2]1[CH:7]=[CH:6][CH:5]=[CH:4][C:3]=1[N:8]1[C:12]2[CH:13]=[CH:14][CH:15]=[CH:16][C:11]=2[NH:10][S:9]1(=[O:18])=[O:17].C1(P(C2C=CC=CC=2)C2C=CC=CC=2)C=CC=CC=1.O[CH2:39][CH2:40][CH:41]([N:48]([CH3:56])[C:49](=[O:55])[O:50][C:51]([CH3:54])([CH3:53])[CH3:52])[C:42]1[CH:47]=[CH:46][CH:45]=[CH:44][CH:43]=1.CC(OC(/N=N/C(OC(C)C)=O)=O)C>>[F:1][C:2]1[CH:7]=[CH:6][CH:5]=[CH:4][C:3]=1[N:8]1[C:12]2[CH:13]=[CH:14][CH:15]=[CH:16][C:11]=2[N:10]([CH2:39][CH2:40][CH:41]([N:48]([CH3:56])[C:49](=[O:55])[O:50][C:51]([CH3:53])([CH3:52])[CH3:54])[C:42]2[CH:47]=[CH:46][CH:45]=[CH:44][CH:43]=2)[S:9]1(=[O:18])=[O:17]. Procedure details: In an analogous manner to general procedure II, 1-(2-fluorophenyl)-1,3-dihydro-2,1,3-benzothiadiazole 2,2-dioxide (prepared in an analogous manner as described in general procedure I, 108 mg, 0.41 mmol) was treated with triphenylphosphine (0.13 g, 0.49 mmol), tert-butyl (3-hydroxy-1-phenylpropyl)methylcarbamate (0.12 g, 0.45 mmol), and diisopropylazodicarboxylate (0.095 mL, 0.49 mmol) to provide 0.13 g tert-butyl {3-[3-(2-fluorophenyl)-2,2-dioxido-2,1,3-benzothiadiazol-1(3H)-yl]-1-phenylpropyl}m... Solvent: C1(=CC=CC=C1)C (toluene). Reactants: CC1(CC=C(CC1)C1=C(C=CC(=C1)C1(CCOCC1)O)NC(=O)C=1NC(=CN1)C#N)C (5-cyano-1H-imidazole-2-carboxylic acid [2-(4,4-dimethyl-cyclohex-1-enyl)-4-(4-hydroxy-tetrahydro-pyran-4-yl)-phenyl]-amide), C1(=CC=C(C=C1)S(=O)(=O)O)C (p-toluenesulfonic acid). Product: O1CCC(=CC1)C1=CC(=C(C=C1)NC(=O)C=1NC(=CN1)C#N)C1=CCC(CC1)(C)C (5-Cyano-1H-imidazole-2-carboxylic acid [4-(3,6-dihydro-2H-pyran-4-yl)-2-(4,4-dimethyl-cyclohex-1-enyl)-phenyl]-amide). The yield is 50.0%. Reported procedure: To a suspension of 5-cyano-1H-imidazole-2-carboxylic acid [2-(4,4-dimethyl-cyclohex-1-enyl)-4-(4-hydroxy-tetrahydro-pyran-4-yl)-phenyl]-amide (16.0 mg, 38.1 μmol, as prepared in the previous step) in 0.3 mL of toluene was added p-toluenesulfonic acid (14.0 mg, 74.0 mmol) and the mixture heated to 60° C. for 2 h. The solvent was evaporated and the title compound purified by RP-HPLC, eluting with a linear gradient of 40% CH3CN in 0.1% TFA/H2O to 100% CH3CN over 20 min to give 8.0 mg (50%) of a whi... Reaction SMILES: [CH3:1][C:2]1([CH3:31])[CH2:7][CH2:6][C:5]([C:8]2[CH:13]=[C:12]([C:14]3(O)[CH2:19][CH2:18][O:17][CH2:16][CH2:15]3)[CH:11]=[CH:10][C:9]=2[NH:21][C:22]([C:24]2[NH:25][C:26]([C:29]#[N:30])=[CH:27][N:28]=2)=[O:23])=[CH:4][CH2:3]1.C1(C)C=CC(S(O)(=O)=O)=CC=1>C1(C)C=CC=CC=1>[O:17]1[CH2:16][CH:15]=[C:14]([C:12]2[CH:11]=[CH:10][C:9]([NH:21][C:22]([C:24]3[NH:25][C:26]([C:29]#[N:30])=[CH:27][N:28]=3)=[O:23])=[C:8]([C:5]3[CH2:6][CH2:7][C:2]([CH3:31])([CH3:1])[CH2:3][CH:4]=3)[CH:13]=2)[CH2:19][CH2:18]1. Conditions: temperature 60 celsius. The reactants are ClC=1C=C(C=C(C1OC1=CC=C(C=C1)S(=O)(=O)C)Cl)N1NCC(NC1=O)=O (2-[3,5-dichloro-4-(4-methylsulfonylphenoxy)phenyl]hexahydro-1,2,4-triazine-3,5-dione), CI (methyl iodide), O (water), CI (methyl iodide). Run in CN1C(CCC1)=O (N-methylpyrrolidone). Reaction conditions: time 3 hour. Yields the product ClC=1C=C(C=C(C1OC1=CC=C(C=C1)S(=O)(=O)C)Cl)N1N(CC(NC1=O)=O)C (2-[3,5-Dichloro-4-(4-methylsulfonylphenoxy)phenyl]-1-methylhexahydro-1,2,4-triazine-3,5-dione). As a reaction SMILES: [Cl:1][C:2]1[CH:3]=[C:4]([N:20]2[C:25](=[O:26])[NH:24][C:23](=[O:27])[CH2:22][NH:21]2)[CH:5]=[C:6]([Cl:19])[C:7]=1[O:8][C:9]1[CH:14]=[CH:13][C:12]([S:15]([CH3:18])(=[O:17])=[O:16])=[CH:11][CH:10]=1.[CH3:28]I.O>CN1CCCC1=O>[Cl:1][C:2]1[CH:3]=[C:4]([N:20]2[C:25](=[O:26])[NH:24][C:23](=[O:27])[CH2:22][N:21]2[CH3:28])[CH:5]=[C:6]([Cl:19])[C:7]=1[O:8][C:9]1[CH:10]=[CH:11][C:12]([S:15]([CH3:18])(=[O:17])=[O:16])=[CH:13][CH:14]=1. Procedure: 1 g of 2-[3,5-dichloro-4-(4-methylsulfonylphenoxy)phenyl]hexahydro-1,2,4-triazine-3,5-dione in 10 ml of N-methylpyrrolidone was heated at 140° to 160° C. with 10 ml of methyl iodide for four hours and, after addition of a further 10 ml of methyl iodide, for a further three hours. After the mixture had been cooled, water was added and an oil separated out, which slowly became solid and was recrystallized from methanol with the addition of active charcoal. Melting point 223° C.